describe an organic reaction: reactants, conditions, products, and yield From a dataset of the Open Reaction Database (ORD), a public repository of structured organic reaction records. The reactants are CC(C)(C)[O-], CO, [K+], COC(=O)CN=[N+]=[N-], O=Cc1ccc2c(c1)CCO2. Yields the product COC(=O)C(=Cc1ccc2c(c1)CCO2)N=[N+]=[N-]. RXN SMILES: [CH3:1][C:2]([CH3:3])([O-:4])[CH3:5].[CH3:26][OH:27].[K+:6].[N:18](=[N+:19]=[N-:20])[CH2:21][C:22](=[O:23])[O:24][CH3:25].[O:7]1[CH2:8][CH2:9][c:10]2[c:11]1[cH:12][cH:13][c:14]([CH:16]=[O:17])[cH:15]2>>[O:7]1[CH2:8][CH2:9][c:10]2[c:11]1[cH:12][cH:13][c:14]([CH:16]=[C:21]([N:18]=[N+:19]=[N-:20])[C:22](=[O:23])[O:24][CH3:25])[cH:15]2. Starting materials: C(C)(C)(C)OC(=O)N1CC(C1)OC=1C2=C(N=CN1)CCNC2 (3-(5,6,7,8-tetrahydro-pyrido[4,3-d]pyrimidin-4-yloxy)-azetidine-1-carboxylic acid tert-butyl ester), BrC=1C=C(C(=NC1)OC)C(F)(F)F (5-Bromo-2-methoxy-3-(trifluoromethyl)pyridine), C([O-])([O-])=O.[Cs+].[Cs+] (cesium carbonate), CC(C)C1=CC(=C(C(=C1)C(C)C)C2=C(C=CC=C2)P(C3CCCCC3)C4CCCCC4)C(C)C (X-Phos). Reagents/catalysts: C=1C=CC(=CC1)/C=C/C(=O)/C=C/C2=CC=CC=C2.C=1C=CC(=CC1)/C=C/C(=O)/C=C/C2=CC=CC=C2.C=1C=CC(=CC1)/C=C/C(=O)/C=C/C2=CC=CC=C2.[Pd].[Pd] (tris(dibenzylideneacetone)dipalladium(0)). Conditions: temperature 110 celsius, time 1.5 hour. Product: FC(C(=O)O)(F)F.C(C)(C)(C)OC(=O)N1CC(C1)OC=1C2=C(N=CN1)CCN(C2)C=2C=NC(=C(C2)C(F)(F)F)OC (3-[6-(6-methoxy-5-trifluoromethyl-pyridin-3-yl)-5,6,7,8-tetrahydro-pyrido[4,3-d]pyrimidin-4-yloxy]-azetidine-1-carboxylic acid tert-butyl ester trifluoroacetate). The yield is 174.0%. Reaction SMILES: [C:1]([O:5][C:6]([N:8]1[CH2:11][CH:10]([O:12][C:13]2[C:14]3[CH2:22][NH:21][CH2:20][CH2:19][C:15]=3[N:16]=[CH:17][N:18]=2)[CH2:9]1)=[O:7])([CH3:4])([CH3:3])[CH3:2].Br[C:24]1[CH:25]=[C:26]([C:32]([F:35])([F:34])[F:33])[C:27]([O:30][CH3:31])=[N:28][CH:29]=1.[C:36](=[O:39])([O-])[O-:37].[Cs+].[Cs+].CC(C1C=C(C(C)C)C(C2C=CC=CC=2P(C2CCCCC2)C2CCCCC2)=C(C(C)C)C=1)C>C1C=CC(/C=C/C(/C=C/C2C=CC=CC=2)=O)=CC=1.C1C=CC(/C=C/C(/C=C/C2C=CC=CC=2)=O)=CC=1.C1C=CC(/C=C/C(/C=C/C2C=CC=CC=2)=O)=CC=1.[Pd].[Pd].O1CCOCC1>[F:33][C:32]([F:35])([F:34])[C:36]([OH:37])=[O:39].[C:1]([O:5][C:6]([N:8]1[CH2:11][CH:10]([O:12][C:13]2[C:14]3[CH2:22][N:21]([C:24]4[CH:29]=[N:28][C:27]([O:30][CH3:31])=[C:26]([C:32]([F:35])([F:34])[F:33])[CH:25]=4)[CH2:20][CH2:19][C:15]=3[N:16]=[CH:17][N:18]=2)[CH2:9]1)=[O:7])([CH3:4])([CH3:2])[CH3:3] |f:2.3.4,6.7.8.9.10,12.13|. The solvent is O1CCOCC1 (dioxane). Procedure details: To a glass vial was added 3-(5,6,7,8-tetrahydro-pyrido[4,3-d]pyrimidin-4-yloxy)-azetidine-1-carboxylic acid tert-butyl ester (110 mg, 0.359 mmol), 5-Bromo-2-methoxy-3-(trifluoromethyl)pyridine (92 mg, 0.359 mmol), cesium carbonate (234 mg, 0.718 mmol), tris(dibenzylideneacetone)dipalladium(0) (33 mg, 0.036 mmol), X-Phos (58 mg, 0.122 mmol) and anhydrous dioxane (2.0 mL). The vial was flushed with a stream of argon for 15 sec and capped. The mixture was heated with stirring for 1.5 h at 110° C. a... Starting materials: ice, [C@@H]1([C@H](O)[C@H](O)[C@@H](CO)O1)N1C(=O)NC(=O)CC1 (5,6-dihydrouridine), [BH4-].[Na+] (sodium borohydride). Run in O (water). Reaction conditions: time 8 hour. The product is OC1NC(N(CC1)[C@H]1[C@H](O)[C@H](O)[C@H](O1)CO)=O (4-hydroxy-1-β-D-ribofuranosyl-tetrahydro-2(1H)-pyrimidinone). RXN SMILES: [C@@H:1]1([N:10]2[CH2:17][CH2:16][C:14](=[O:15])[NH:13][C:11]2=[O:12])[O:9][C@H:6]([CH2:7][OH:8])[C@@H:4]([OH:5])[C@H:2]1[OH:3].[BH4-].[Na+]>O>[OH:15][CH:14]1[CH2:16][CH2:17][N:10]([C@@H:1]2[O:9][C@H:6]([CH2:7][OH:8])[C@@H:4]([OH:5])[C@H:2]2[OH:3])[C:11](=[O:12])[NH:13]1 |f:1.2|. Reported procedure: To an ice cold solution of 246.2 mg. (1.0 mmole) of 5,6-dihydrouridine in 10 ml. of water at pH 7.5-8 was added 37.8 mg. (1.0 mmole-4.0 equivalents) of sodium borohydride. After 35 minutes the reaction mixture was set in a freezer overnight and put into an ice bath the next morning. The excess sodium borohydride was destroyed by addition of dilute acetic acid, the mixture was filtered and the filtrate lyophilized to give 4-hydroxy-1-β-D-ribofuranosyl-tetrahydro-2(1H)-pyrimidinone and a small amo... Starting materials: FC1=CC=C(C=C1)OC(N(C)[C@@H]1CNC[C@H]1C1=CC=C(C=C1)Cl)=O ([(3S,4R)-4-(4-chloro-phenyl)-pyrrolidin-3-yl]-methyl-carbamic acid 4-fluoro-phenyl ester), C(C)(C)(C)OC(=O)N1CCC(CC1)C(=O)O (piperidine-1,4-dicarboxylic acid mono-tert-butyl ester). Product: C(C)(C)(C)OC(=O)N1CCC(CC1)C(=O)N1C[C@H]([C@@H](C1)N(C)C(=O)OC1=CC=C(C=C1)F)C1=CC=C(C=C1)Cl (4-{(3R,4S)-3-(4-chloro-phenyl)-4-[(4-fluoro-phenoxycarbonyl)-methyl-amino]-pyrrolidine-1-carbonyl}-piperidine-1-carboxylic acid tert-butyl ester). As a reaction SMILES: [F:1][C:2]1[CH:7]=[CH:6][C:5]([O:8][C:9](=[O:24])[N:10]([C@H:12]2[C@H:16]([C:17]3[CH:22]=[CH:21][C:20]([Cl:23])=[CH:19][CH:18]=3)[CH2:15][NH:14][CH2:13]2)[CH3:11])=[CH:4][CH:3]=1.[C:25]([O:29][C:30]([N:32]1[CH2:37][CH2:36][CH:35]([C:38](O)=[O:39])[CH2:34][CH2:33]1)=[O:31])([CH3:28])([CH3:27])[CH3:26]>>[C:25]([O:29][C:30]([N:32]1[CH2:37][CH2:36][CH:35]([C:38]([N:14]2[CH2:13][C@@H:12]([N:10]([C:9]([O:8][C:5]3[CH:6]=[CH:7][C:2]([F:1])=[CH:3][CH:4]=3)=[O:24])[CH3:11])[C@H:16]([C:17]3[CH:22]=[CH:21][C:20]([Cl:23])=[CH:19][CH:18]=3)[CH2:15]2)=[O:39])[CH2:34][CH2:33]1)=[O:31])([CH3:28])([CH3:27])[CH3:26]. Procedure: In analogy to the procedure described for the synthesis of example 44 (step c), the title compound 4-{(3R,4S)-3-(4-chloro-phenyl)-4-[(4-fluoro-phenoxycarbonyl)-methyl-amino]-pyrrolidine-1-carbonyl}-piperidine-1-carboxylic acid tert-butyl ester was prepared from [(3S,4R)-4-(4-chloro-phenyl)-pyrrolidin-3-yl]-methyl-carbamic acid 4-fluoro-phenyl ester instead of [(3S,4R)-4-(3,4-dichloro-phenyl)-pyrrolidin-3-yl]-methyl-carbamic acid 4-fluoro-phenyl ester using piperidine-1,4-dicarboxylic acid mono-t... The reactants are Cl.ClC=1CCNCCC1C#N (4-chloro-5-cyano-2,3,6,7-tetrahydro-1H-azepine hydrochloride), C(C)I (ethyl iodide), C(C)I (ethyl iodide). Run in C(Cl)(Cl)Cl (chloroform), C(C)N(CC)CC (triethylamine), C(C)N(CC)CC (triethylamine). Conditions: time 8 hour. Product: C(C)N1CCC(=C(CC1)C#N)Cl (1-Ethyl-4-chloro-5-cyano-2,3,6,7-tetrahydro-1H-azepine). Reaction SMILES: Cl.[Cl:2][C:3]1[CH2:4][CH2:5][NH:6][CH2:7][CH2:8][C:9]=1[C:10]#[N:11].[CH2:12](I)[CH3:13]>C(Cl)(Cl)Cl.C(N(CC)CC)C>[CH2:12]([N:6]1[CH2:7][CH2:8][C:9]([C:10]#[N:11])=[C:3]([Cl:2])[CH2:4][CH2:5]1)[CH3:13] |f:0.1|. Procedure details: 7.1 gm (0.037 mol) of 4-chloro-5-cyano-2,3,6,7-tetrahydro-1H-azepine hydrochloride were dissolved in 170 ml of chloroform by addition of 28.5 ml of triethylamine. Then, 8.6 gm (0.055 mol)=4.9 ml of ethyl iodide were added dropwise at the boiling point, while stirring, and the mixture was refluxed for 4 hours. To complete the reaction, another 10 ml of triethylamine and 2.5 ml of ethyl iodide were added, and the mixture was boiled further. After a total of 10 hours the reaction was finished. Afte... The product is CC(C)(C)OC(=O)N1CCC2(CCC(N3CCn4ncnc4C3)CC2)CC1. As a reaction SMILES: [CH2:33]([Cl:34])[Cl:35].[CH3:1][C:2](=[O:3])[OH:4].[Na+:40].[O-:36][C:37]([OH:38])=[O:39].[O:5]=[C:6]1[CH2:7][CH2:8][C:9]2([CH2:10][CH2:11][N:12]([C:15](=[O:16])[O:17][C:18]([CH3:19])([CH3:20])[CH3:21])[CH2:13][CH2:14]2)[CH2:22][CH2:23]1.[n:24]1[cH:25][n:26][n:27]2[c:28]1[CH2:29][NH:30][CH2:31][CH2:32]2>>[CH:6]1([N:30]2[CH2:29][c:28]3[n:24][cH:25][n:26][n:27]3[CH2:32][CH2:31]2)[CH2:7][CH2:8][C:9]2([CH2:10][CH2:11][N:12]([C:15](=[O:16])[O:17][C:18]([CH3:19])([CH3:20])[CH3:21])[CH2:13][CH2:14]2)[CH2:22][CH2:23]1. Reactants: ClCCl, CC(=O)O, [Na+], O=C([O-])O, CC(C)(C)OC(=O)N1CCC2(CCC(=O)CC2)CC1, c1nc2n(n1)CCNC2. Starting materials: BrCCCC(COC1=CC(=CC=C1)C1=CSC=C1)=O (5-bromo-1-[3-(3-thienyl)phenoxy]-2-pentanone), C(C)OCC (ethyl ether), ice water, Cl.C(C)NC\C=C\C#CC(C)(C)C ((E)-N-ethyl-6,6-dimethyl-2-hepten-4-ynylamine hydrochloride), [I-].[K+] (potassium iodide). The solvent is CN(C=O)C (dimethylformamide). Reaction conditions: temperature 40 celsius, time 1 hour. The product is C(C)N(C\C=C\C#CC(C)(C)C)CCCC(COC1=CC(=CC=C1)C1=CSC=C1)=O ((E)-N-ethyl-N-(6,6-dimethyl-2-hepten-4-ynyl)-5-[3-(3-thienyl)phenoxy]-4-oxopentylamine). The yield is 32.0%. Reaction SMILES: Br[CH2:2][CH2:3][CH2:4][C:5](=[O:19])[CH2:6][O:7][C:8]1[CH:13]=[CH:12][CH:11]=[C:10]([C:14]2[CH:18]=[CH:17][S:16][CH:15]=2)[CH:9]=1.Cl.[CH2:21]([NH:23][CH2:24]/[CH:25]=[CH:26]/[C:27]#[C:28][C:29]([CH3:32])([CH3:31])[CH3:30])[CH3:22].[I-].[K+].C(OCC)C>CN(C)C=O>[CH2:21]([N:23]([CH2:2][CH2:3][CH2:4][C:5](=[O:19])[CH2:6][O:7][C:8]1[CH:13]=[CH:12][CH:11]=[C:10]([C:14]2[CH:18]=[CH:17][S:16][CH:15]=2)[CH:9]=1)[CH2:24]/[CH:25]=[CH:26]/[C:27]#[C:28][C:29]([CH3:30])([CH3:32])[CH3:31])[CH3:22] |f:1.2,3.4|. Reported procedure: 50 mg of 5-bromo-1-[3-(3-thienyl)phenoxy]-2-pentanone was dissolved in 1.8 ml of dimethylformamide, and 125 mg of a (E)-N-ethyl-6,6-dimethyl-2-hepten-4-ynylamine hydrochloride and 29 mg of potassium iodide were added. The mixture was stirred at 40° C. for 1 hour, and then ethyl ether and ice water were added. The organic layer was separated, washed with a saturated aqueous solution of sodium chloride, and dried over anhydrous magnesium sulfate. The desiccant was separated by filtration, and the ... Starting materials: CC(=O)O, CCOC(C)=O, COCOc1ccc(Cc2c(C)cc(O)c(CO)c2C)cc1C(C)C. The product is COCOc1ccc(Cc2c(C)cc(O)c(C)c2C)cc1C(C)C. RXN SMILES: [C:26]([OH:27])(=[O:28])[CH3:29].[C:30]([O:31][CH2:32][CH3:33])(=[O:34])[CH3:35].[CH3:1][c:2]1[c:3]([CH2:4][OH:5])[c:6]([OH:25])[cH:7][c:8]([CH3:24])[c:9]1[CH2:10][c:11]1[cH:12][c:13]([CH:21]([CH3:22])[CH3:23])[c:14]([O:17][CH2:18][O:19][CH3:20])[cH:15][cH:16]1>>[CH3:1][c:2]1[c:3]([CH3:4])[c:6]([OH:25])[cH:7][c:8]([CH3:24])[c:9]1[CH2:10][c:11]1[cH:12][c:13]([CH:21]([CH3:22])[CH3:23])[c:14]([O:17][CH2:18][O:19][CH3:20])[cH:15][cH:16]1.